Dataset: the Open Reaction Database (ORD), a public repository of structured organic reaction records. Task: describe an organic reaction: reactants, conditions, products, and yield Reactants: CC(=O)O, CNC(=O)N(CCC(=O)O)c1ccc(Cl)cc1, Cl, O. Yields the product CN1C(=O)CCN(c2ccc(Cl)cc2)C1=O. RXN SMILES: [CH3:19][C:20](=[O:21])[OH:22].[CH3:1][NH:2][C:3](=[O:4])[N:5]([CH2:6][CH2:7][C:8](=[O:9])[OH:10])[c:11]1[cH:12][cH:13][c:14]([Cl:17])[cH:15][cH:16]1.[ClH:18].[OH2:23]>>[CH3:1][N:2]1[C:3](=[O:4])[N:5]([c:11]2[cH:12][cH:13][c:14]([Cl:17])[cH:15][cH:16]2)[CH2:6][CH2:7][C:8]1=[O:9]. The reactants are resultant mixture, ClC1=CC=C2C(=C1N)OCO2 (6-chloro-2,3-methylenedioxyaniline), CN1CCN(CC1)CCOC1=CC(=C2C(NC=NC2=C1)=O)OC1CCOCC1 (7-[2-(4-methylpiperazin-1-yl)ethoxy]-5-tetrahydropyran-4-yloxy-3,4-dihydroquinazolin-4-one), P(=O)(Cl)(Cl)Cl (phosphoryl chloride), C(C)(C)N(CC)C(C)C (diisopropylethylamine), resultant mixture. Run in C1(=CC=CC=C1)C (toluene), C1(=CC=CC=C1)C (toluene), C1(=CC=CC=C1)C (toluene). Reaction conditions: temperature 80 celsius, time 8 hour. Yields the product ClC1=CC=C2C(=C1NC1=NC=NC3=CC(=CC(=C13)OC1CCOCC1)OCCN1CCN(CC1)C)OCO2 (4-(6-chloro-2,3-methylenedioxyanilino)-7-[2-(4-methylpiperazin-1-yl)ethoxy]-5-tetrahydropyran-4-yloxyquinazoline). Reaction SMILES: [CH3:1][N:2]1[CH2:7][CH2:6][N:5]([CH2:8][CH2:9][O:10][C:11]2[CH:20]=[C:19]3[C:14]([C:15](=O)[NH:16][CH:17]=[N:18]3)=[C:13]([O:22][CH:23]3[CH2:28][CH2:27][O:26][CH2:25][CH2:24]3)[CH:12]=2)[CH2:4][CH2:3]1.P(Cl)(Cl)(Cl)=O.C(N(C(C)C)CC)(C)C.[Cl:43][C:44]1[C:49]([NH2:50])=[C:48]2[O:51][CH2:52][O:53][C:47]2=[CH:46][CH:45]=1>C1(C)C=CC=CC=1>[Cl:43][C:44]1[C:49]([NH:50][C:15]2[C:14]3[C:19](=[CH:20][C:11]([O:10][CH2:9][CH2:8][N:5]4[CH2:4][CH2:3][N:2]([CH3:1])[CH2:7][CH2:6]4)=[CH:12][C:13]=3[O:22][CH:23]3[CH2:24][CH2:25][O:26][CH2:27][CH2:28]3)[N:18]=[CH:17][N:16]=2)=[C:48]2[O:51][CH2:52][O:53][C:47]2=[CH:46][CH:45]=1. Procedure details: A first portion of 7-[2-(4-methylpiperazin-1-yl)ethoxy]-5-tetrahydropyran-4-yloxy-3,4-dihydroquinazolin-4-one (0.19 g) in toluene (3 ml) was added to a stirred mixture of phosphoryl chloride (0.059 ml), diisopropylethylamine (0.13 ml) and toluene (3 ml) that was heated to 80° C. and the resultant mixture was heated to 80° C. for 6 hours. The mixture was allowed to cool to ambient temperature and was stirred overnight. The mixture was re-heated to 80° C. and a solution of 6-chloro-2,3-methylenedi...